describe an organic reaction: reactants, conditions, products, and yield From a dataset of the Open Reaction Database (ORD), a public repository of structured organic reaction records. The reactants are BrC=1C=C2C(=NC1)NC(=N2)CCl (6-bromo-2-chloromethyl-3H-imidazo[4,5-b]pyridine), C1(=CC=CC=C1)P(C1=CC=CC=C1)C1=CC=CC=C1 (triphenylphosphine), BrC=1C=C2C(=NC1)NC(=N2)CCl (6-bromo-2-chloromethyl-3H-imidazo[4,5-b]pyridine). Reagents/catalysts: [I-].C(CCC)[N+](CCCC)(CCCC)CCCC (tetrabutylammonium iodide). Solvent: CN(C=O)C (N,N-dimethylformamide), C(C)#N (acetonitrile). Conditions: temperature 90 celsius. Yields the product [Cl-].BrC=1C=C2C(=NC1)NC(=N2)C[P+](CCCC)(CCCC)CCCC ((6-Bromo-3H-imidazo[4,5-b]pyridin-2-yl-methyl)-tributyl-phosphonium chloride). As a reaction SMILES: [Br:1][C:2]1[CH:3]=[C:4]2[N:10]=[C:9]([CH2:11][Cl:12])[NH:8][C:5]2=[N:6][CH:7]=1.[C:13]1([P:19]([C:26]2C=C[CH:29]=[CH:28][CH:27]=2)[C:20]2C=C[CH:23]=[CH:22][CH:21]=2)C=C[CH:16]=[CH:15][CH:14]=1>CN(C)C=O.C(#N)C.[I-].C([N+](CCCC)(CCCC)CCCC)CCC>[Cl-:12].[Br:1][C:2]1[CH:3]=[C:4]2[N:10]=[C:9]([CH2:11][P+:19]([CH2:20][CH2:21][CH2:22][CH3:23])([CH2:26][CH2:27][CH2:28][CH3:29])[CH2:13][CH2:14][CH2:15][CH3:16])[NH:8][C:5]2=[N:6][CH:7]=1 |f:4.5,6.7|. Procedure: 4.0 g of 6-bromo-2-chloromethyl-3H-imidazo[4,5-b]pyridine (compound B4) are suspended in 16 ml of N,N-dimethylformamide and 54 ml of acetonitrile. 4.9 ml of triphenylphosphine and 0.599 g of tetrabutylammonium iodide are added sequentially at 40° C. and the mixture is heated to 90° C. for 20 h. The mixture is concentrated to dryness to give the 8.94 g of the crude title compound as an oil, which is used as obtained. MS: 412.3, 414.2 (M+). TLC: Rf=0.40-0.55 (dichloromethane/methanol 10:1).